Dataset: the Open Reaction Database (ORD), a public repository of structured organic reaction records. Task: describe an organic reaction: reactants, conditions, products, and yield The reactants are CCOC(=O)C(C)(C)Oc1ccc(SCCCC#Cc2ccc(OC(F)(F)F)cc2)cc1C, C1CCOC1, CCO, [Li+], [OH-]. Yields the product Cc1cc(SCCCC#Cc2ccc(OC(F)(F)F)cc2)ccc1OC(C)(C)C(=O)O. Reaction SMILES: [CH2:1]([CH3:2])[O:3][C:4]([C:5]([CH3:6])([O:7][c:8]1[c:9]([CH3:31])[cH:10][c:11]([S:14][CH2:15][CH2:16][CH2:17][C:18]#[C:19][c:20]2[cH:21][cH:22][c:23]([O:26][C:27]([F:28])([F:29])[F:30])[cH:24][cH:25]2)[cH:12][cH:13]1)[CH3:32])=[O:33].[CH2:36]1[O:37][CH2:38][CH2:39][CH2:40]1.[CH3:41][CH2:42][OH:43].[Li+:35].[OH-:34]>>[O:3]=[C:4]([C:5]([CH3:6])([O:7][c:8]1[c:9]([CH3:31])[cH:10][c:11]([S:14][CH2:15][CH2:16][CH2:17][C:18]#[C:19][c:20]2[cH:21][cH:22][c:23]([O:26][C:27]([F:28])([F:29])[F:30])[cH:24][cH:25]2)[cH:12][cH:13]1)[CH3:32])[OH:33]. The reactants are C([C@@H]([C@@H]1[C@@H]([C@@H](C(=O)O1)O)O)O)O (L-gulonolactone), COC(C)(C)OC (2,2-dimethoxypropane), C1(=CC=C(C=C1)S(=O)(=O)O)C (p-toluenesulfonic acid), C([O-])(O)=O.[Na+] (sodium bicarbonate), C([C@@H]([C@@H]1[C@@H]([C@@H](C(=O)O1)O)O)O)O (L-gulonolactone). Solvent: CC(=O)C (acetone), C(Cl)(Cl)Cl (CHCl3), C(C)(=O)OCC (ethyl acetate). Product: CC1(OCC(O1)C2C3C(C(=O)O2)OC(O3)(C)C)C (2,3:5,6-Di-O-isopropylidene-L-gulonolactone). Isolated yield 85.0%. RXN SMILES: [CH2:1]([OH:12])[C@H:2]([OH:11])[C@H:3]1[O:8][C:6](=[O:7])[C@@H:5]([OH:9])[C@H:4]1[OH:10].CO[C:15](OC)([CH3:17])[CH3:16].[C:20]1(C)[CH:25]=CC(S(O)(=O)=O)=C[CH:21]=1.C(=O)(O)[O-].[Na+]>C(Cl)(Cl)Cl.CC(C)=O.C(OCC)(=O)C>[CH3:16][C:15]1([CH3:17])[O:11][CH:2]([CH:3]2[O:8][C:6](=[O:7])[CH:5]3[O:9][C:20]([CH3:25])([CH3:21])[O:10][CH:4]23)[CH2:1][O:12]1 |f:3.4|. Procedure details: m.p. 155° C. (from ethyl acetate) [α]D20 -76.6° (c, 1.99 in CHCl3), was prepared from L-gulonolactone in 85% yield as previously described by Fleet in copending application Ser. No. 249,153, filed Sept. 26, 1988. According to this method, the title compound is synthesized by treatment of L-gulonolactone with acetone and 2,2-dimethoxypropane and a catalytic amount of p-toluenesulfonic acid under dry nitrogen for 36 hours (h) followed by stirring with an excess of sodium bicarbonate, removing the ... Starting materials: [Cl-].[NH4+] (ammonium chloride), O1C=CC=C1 (furan), BrCCCCCCCCCCCC (1-bromododecane), C(CCC)[Li] (butyllithium). The solvent is CCOCC (ether), CCCCCC (hexane). The product is C(CCCCCCCCCCC)C=1OC=CC1 (2-dodecylfuran). As a reaction SMILES: [O:1]1[CH:5]=[CH:4][CH:3]=[CH:2]1.C([Li])CCC.Br[CH2:12][CH2:13][CH2:14][CH2:15][CH2:16][CH2:17][CH2:18][CH2:19][CH2:20][CH2:21][CH2:22][CH3:23].[Cl-].[NH4+]>CCCCCC.CCOCC>[CH2:23]([C:2]1[O:1][CH:5]=[CH:4][CH:3]=1)[CH2:22][CH2:21][CH2:20][CH2:19][CH2:18][CH2:17][CH2:16][CH2:15][CH2:14][CH2:13][CH3:12] |f:3.4|. Procedure details: A mixture of 68.1 g (1.0 mole) of furan and 500 ml of anhydrous ether is stirred at -20° C. after which 1.1 moles (458 ml of a 2.4 molar hexane solution) of butyllithium is added slowly with stirring. The reaction mixture is stirred for 1 hour, then 284 g (1.2 moles) of 1-bromododecane is added. The reaction mixture is stirred at room temperature for 4 hours after which it is poured into a saturated ammonium chloride solution. The organic layer is separated and washed with water and brine, dried... Starting materials: O(C1=CC=CC=C1)C=1C=C(CBr)C=CC1 (3-phenoxybenzyl bromide), FC(C(=O)O)(C(C)C)C1=CC=CC=C1 (α-fluoro-α-isopropylphenylacetic acid), C(C)(C)C(C(=O)OC(C1=CC(=CC=C1)OC1=CC=CC=C1)F)C1=CC=C(C=C1)Cl (α-fluoro-3-phenoxybenzyl α-isopropyl-4-chlorophenylacetate). The product is FC(C(=O)OCC1=CC(=CC=C1)OC1=CC=CC=C1)(C(C)C)C1=CC=CC=C1 (3-PHENOXYBENZYL α-FLUORO-α-ISOPROPYLPHENYLACETATE). As a reaction SMILES: [O:1]([C:8]1[CH:9]=[C:10]([CH:13]=[CH:14][CH:15]=1)[CH2:11]Br)[C:2]1[CH:7]=[CH:6][CH:5]=[CH:4][CH:3]=1.[F:16][C:17]([C:24]1[CH:29]=[CH:28][CH:27]=[CH:26][CH:25]=1)([CH:21]([CH3:23])[CH3:22])[C:18]([OH:20])=[O:19].C(C(C1C=CC(Cl)=CC=1)C(OC(F)C1C=CC=C(OC2C=CC=CC=2)C=1)=O)(C)C>>[F:16][C:17]([C:24]1[CH:29]=[CH:28][CH:27]=[CH:26][CH:25]=1)([CH:21]([CH3:23])[CH3:22])[C:18]([O:20][CH2:11][C:10]1[CH:13]=[CH:14][CH:15]=[C:8]([O:1][C:2]2[CH:7]=[CH:6][CH:5]=[CH:4][CH:3]=2)[CH:9]=1)=[O:19]. Reported procedure: This compound was prepared from 3-phenoxybenzyl bromide and α-fluoro-α-isopropylphenylacetic acid following the method used in Example 2 Method B for the preparation of α-fluoro-3-phenoxybenzyl α-isopropyl-4-chlorophenylacetate. The product, a colourless oil, was characterised by pmr spectroscopy. Chemical shift ppm (solvent CDCl3): 0.69(3H, d, J=6 Hz, CH3); 1.05 (3H, d of d, J=6 Hz and J=2 Hz, CH3); 2.34(1H, m, CH(CH3)2); 3.27 (1H, d, J=10 Hz, CH); 7.17(1H, d of d, J=56 Hz and J=2 Hz, CHF) and ... The reactants are NC1=C(C=CC(=C1)Cl)S(=O)(=O)N (2-amino-4-chlorobenzenesulfonamide), C(CCCCC)N=C=S (hexyl isothiocyanate). Solvent: C(C)(=O)OCC (ethyl acetate). The product is ClC=1C=CC2=C(NC(=NS2(=O)=O)NCCCCCC)C1 (6-Chloro-3-hexylamino-4H-1,2,4-benzothiadiazine 1,1-dioxide). As a reaction SMILES: [NH2:1][C:2]1[CH:7]=[C:6]([Cl:8])[CH:5]=[CH:4][C:3]=1[S:9]([NH2:12])(=[O:11])=[O:10].[CH2:13]([N:19]=[C:20]=S)[CH2:14][CH2:15][CH2:16][CH2:17][CH3:18]>C(OCC)(=O)C>[Cl:8][C:6]1[CH:5]=[CH:4][C:3]2[S:9](=[O:11])(=[O:10])[N:12]=[C:20]([NH:19][CH2:13][CH2:14][CH2:15][CH2:16][CH2:17][CH3:18])[NH:1][C:2]=2[CH:7]=1. Procedure details: The title compound was prepared from 2-amino-4-chlorobenzenesulfonamide and hexyl isothiocyanate by a method analogous to the one described in Example 4; m.p. 244-247° C. (ethyl acetate); 1H-NMR (DMSO-d6): δ 0.88 (distorted t, 3H, CH3), 1.31 (m, 6H, 3×CH2), 1.53 (m, 2H, CH2), 3.22 (q, 2H, NHCH2), 7.2-7.4 (m, 3H, ArH+NH), 7.68 (d, 1H, ArH), 10.55 (br.s, 1H, NH); MS: m/e 315/317 (M+); (C13H18N3Cl1O2S1) caic. C, 49.44; H, 5.74 N, 13.31; found C, 49.59; H, 6.01; N, 13.25. Starting materials: N[C@H]1[C@@H]2N(C(=C(CS2)[C@H]2OC(CC2)(C)C)C(=O)OCC2=CC=C(C=C2)OC)C1=O (4-Methoxybenzyl (6R,7R)-7-amino-3-[(S)-5,5-dimethyltetrahydrofuran-2-yl]ceph-3-em-4-carboxylate), N1=CC=CC=C1 (pyridine), NC=1SC=C(N1)/C(/C(=O)O)=N/OC (2-(2-Aminothiazol-4-yl)-2-(Z)-methoxyiminoacetic acid), CS(=O)(=O)Cl (methanesulphonyl chloride), C(C)(C)N(C(C)C)CC (N,N-diisopropylethylamine), Example 7 ( a ). Run in CN(C)C=O (DMF), CN(C)C=O (DMF). Product: NC=1SC=C(N1)/C(/C(=O)N[C@H]1[C@@H]2N(C(=C(CS2)[C@H]2OC(CC2)(C)C)C(=O)OCC2=CC=C(C=C2)OC)C1=O)=N/OC (4-Methoxybenzyl (6R,7R)-7-[2-(2-aminothiazol-4-yl)-2-(Z)-methoxyiminoacetamido]-3-[(S)-5,5-dimethyltetrahydrofuran-2-yl]ceph-3-em-4-carboxylate). The yield is 69.2%. RXN SMILES: [NH2:1][C:2]1[S:3][CH:4]=[C:5](/[C:7](=[N:11]/[O:12][CH3:13])/[C:8]([OH:10])=O)[N:6]=1.CS(Cl)(=O)=O.C(N(CC)C(C)C)(C)C.[NH2:28][C@@H:29]1[C:55](=[O:56])[N:31]2[C:32]([C:43]([O:45][CH2:46][C:47]3[CH:52]=[CH:51][C:50]([O:53][CH3:54])=[CH:49][CH:48]=3)=[O:44])=[C:33]([C@@H:36]3[CH2:40][CH2:39][C:38]([CH3:42])([CH3:41])[O:37]3)[CH2:34][S:35][C@H:30]12.N1C=CC=CC=1>CN(C=O)C>[NH2:1][C:2]1[S:3][CH:4]=[C:5](/[C:7](=[N:11]/[O:12][CH3:13])/[C:8]([NH:28][C@@H:29]2[C:55](=[O:56])[N:31]3[C:32]([C:43]([O:45][CH2:46][C:47]4[CH:48]=[CH:49][C:50]([O:53][CH3:54])=[CH:51][CH:52]=4)=[O:44])=[C:33]([C@@H:36]4[CH2:40][CH2:39][C:38]([CH3:41])([CH3:42])[O:37]4)[CH2:34][S:35][C@H:30]23)=[O:10])[N:6]=1. Procedure details: 2-(2-Aminothiazol-4-yl)-2-(Z)-methoxyiminoacetic acid (13 mg, 0.065 mmol) in DMF (2 ml) was treated with methanesulphonyl chloride (5 μl, 0.064 mmol) and N,N-diisopropylethylamine (11 μl, 0.063 mmol) as described in Example 7 (a). This was then treated successively with a solution of the amine from Example 29 (e) (25 mg, 0.060 mmol) in DMF (2 ml) and pyridine (5 μl, 0.062 mmol). After work-up the product was purified by chromatography on silica gel eluting with 50, 70 and 100% ethyl acetate in h... Starting materials: ClC=1C=CC(=C(C(=O)C2=C(C=CC=C2)F)C1)N1C(=NN=C1)CN1C(C=2C(C1=O)=CC=CC2)=O (5-chloro-2-(3-phthalimidomethyl-4H-1,2,4-triazol-4-yl)-2'-fluorobenzophenone), BrN1C(CCC1=O)=O (N-bromosuccinimide). Product: ClC=1C=CC(=C(C(=O)C2=C(C=CC=C2)F)C1)N1C(=NN=C1CN1C(C=2C(C1=O)=CC=CC2)=O)Br (5-chloro-2-(3-bromo-5-phthalimidomethyl-4H-1,2,4-triazol-4-yl)-2'-fluorobenzophenone). Reaction SMILES: [Cl:1][C:2]1[CH:3]=[CH:4][C:5]([N:17]2[CH:21]=[N:20][N:19]=[C:18]2[CH2:22][N:23]2[C:27](=[O:28])[C:26]3=[CH:29][CH:30]=[CH:31][CH:32]=[C:25]3[C:24]2=[O:33])=[C:6]([CH:16]=1)[C:7]([C:9]1[CH:14]=[CH:13][CH:12]=[CH:11][C:10]=1[F:15])=[O:8].[Br:34]N1C(=O)CCC1=O>>[Cl:1][C:2]1[CH:3]=[CH:4][C:5]([N:17]2[C:18]([CH2:22][N:23]3[C:27](=[O:28])[C:26]4=[CH:29][CH:30]=[CH:31][CH:32]=[C:25]4[C:24]3=[O:33])=[N:19][N:20]=[C:21]2[Br:34])=[C:6]([CH:16]=1)[C:7]([C:9]1[CH:14]=[CH:13][CH:12]=[CH:11][C:10]=1[F:15])=[O:8]. Reported procedure: Following the procedure of Example 1, 5-chloro-2-(3-phthalimidomethyl-4H-1,2,4-triazol-4-yl)-2'-fluorobenzophenone is reacted with N-bromosuccinimide to form 5-chloro-2-(3-bromo-5-phthalimidomethyl-4H-1,2,4-triazol-4-yl)-2'-fluorobenzophenone.